Task: describe an organic reaction: reactants, conditions, products, and yield. Dataset: the Open Reaction Database (ORD), a public repository of structured organic reaction records Starting materials: CCCCc1cn(Cc2ccc(-c3ccccc3C(=O)OC)cc2)c2cccc(SC)c2c1=O, CCO, [Na+], [Na+], [Na+], [OH-], O, O=P([O-])([O-])O. The product is CCCCc1cn(Cc2ccc(-c3ccccc3C(=O)O)cc2)c2cccc(SC)c2c1=O. As a reaction SMILES: [CH2:1]([CH2:2][CH2:3][CH3:4])[c:5]1[cH:6][n:7]([CH2:18][c:19]2[cH:20][cH:21][c:22](-[c:25]3[c:26]([C:31](=[O:32])[O:33][CH3:34])[cH:27][cH:28][cH:29][cH:30]3)[cH:23][cH:24]2)[c:8]2[cH:9][cH:10][cH:11][c:12]([S:16][CH3:17])[c:13]2[c:14]1=[O:15].[CH3:37][CH2:38][OH:39].[Na+:36].[Na+:45].[Na+:46].[OH-:35].[OH2:47].[P:40]([O-:41])([O-:42])([OH:43])=[O:44]>>[CH2:1]([CH2:2][CH2:3][CH3:4])[c:5]1[cH:6][n:7]([CH2:18][c:19]2[cH:20][cH:21][c:22](-[c:25]3[c:26]([C:31](=[O:32])[OH:33])[cH:27][cH:28][cH:29][cH:30]3)[cH:23][cH:24]2)[c:8]2[cH:9][cH:10][cH:11][c:12]([S:16][CH3:17])[c:13]2[c:14]1=[O:15].